From a dataset of the Open Reaction Database (ORD), a public repository of structured organic reaction records. describe an organic reaction: reactants, conditions, products, and yield Reactants: CCOC(=O)c1ccc(-c2c(F)c(OC)cc(OC)c2Cl)c2nccnc12, C1CCOC1, CO, CO, CO, ClCCl, O=C1CN(Cc2c[nH]c([N+](=O)[O-])n2)CCN1. Yields the product COc1cc(OC)c(Cl)c(-c2ccc(C(=O)Nc3nc(CN4CCNC(=O)C4)c[nH]3)c3nccnc23)c1F. As a reaction SMILES: [CH2:1]([O:2][C:4](=[O:5])[c:6]1[c:7]2[n:8][cH:9][cH:10][n:11][c:12]2[c:13](-[c:16]2[c:17]([Cl:27])[c:18]([O:25][CH3:26])[cH:19][c:20]([O:23][CH3:24])[c:21]2[F:22])[cH:14][cH:15]1)[CH3:3].[CH2:30]1[O:31][CH2:32][CH2:33][CH2:34]1.[CH3:28][OH:29].[CH3:35][OH:36].[CH3:56][OH:57].[Cl:53][CH2:54][Cl:55].[N+:37]([O-:38])(=[O:39])[c:40]1[nH:41][cH:42][c:43]([CH2:45][N:46]2[CH2:47][C:48](=[O:52])[NH:49][CH2:50][CH2:51]2)[n:44]1>>[C:4](=[O:5])([c:6]1[c:7]2[n:8][cH:9][cH:10][n:11][c:12]2[c:13](-[c:16]2[c:17]([Cl:27])[c:18]([O:25][CH3:26])[cH:19][c:20]([O:23][CH3:24])[c:21]2[F:22])[cH:14][cH:15]1)[NH:37][c:40]1[nH:41][cH:42][c:43]([CH2:45][N:46]2[CH2:47][C:48](=[O:52])[NH:49][CH2:50][CH2:51]2)[n:44]1. Starting materials: C1N(CC2C1CCC2)C(=O)OC=2C=C1CC(C1=CC2)CN(CCC(=O)N2CCC1=C(CC2)C=C(C(=C1)OC)OC)C(=O)OC(C)(C)C (7-({(tert-Butoxycarbonyl)-[3-(7,8-dimethoxy-1,2,4,5-tetrahydro-3H-3-benzazepin-3-yl)-3-oxopropyl]amino}methyl)bicyclo[4.2.0]octa-1,3,5-trien-3-yl hexahydrocyclopenta[c]pyrrole-2(1H)-carboxylate). Solvent: C(C)O (ethanol), Cl (HCl). Run at time 24 hour. Product: C1N(CC2C1CCC2)C(=O)OC=2C=C1CC(C1=CC2)CNCCC(=O)N2CCC1=C(CC2)C=C(C(=C1)OC)OC (7-({[3-(7,8-Dimethoxy-1,2,4,5-tetrahydro-3H-3-benzazepin-3-yl)-3-oxopropyl]amino}methyl)bicyclo[4.2.0]octa-1,3,5-trien-3-yl hexahydrocyclopenta[c]pyrrole-2(1H)-carboxylate). As a reaction SMILES: [CH2:1]1[CH:5]2[CH2:6][CH2:7][CH2:8][CH:4]2[CH2:3][N:2]1[C:9]([O:11][C:12]1[CH:13]=[C:14]2[C:17](=[CH:18][CH:19]=1)[CH:16]([CH2:20][N:21](C(OC(C)(C)C)=O)[CH2:22][CH2:23][C:24]([N:26]1[CH2:32][CH2:31][C:30]3[CH:33]=[C:34]([O:39][CH3:40])[C:35]([O:37][CH3:38])=[CH:36][C:29]=3[CH2:28][CH2:27]1)=[O:25])[CH2:15]2)=[O:10]>C(O)C.Cl>[CH2:1]1[CH:5]2[CH2:6][CH2:7][CH2:8][CH:4]2[CH2:3][N:2]1[C:9]([O:11][C:12]1[CH:13]=[C:14]2[C:17](=[CH:18][CH:19]=1)[CH:16]([CH2:20][NH:21][CH2:22][CH2:23][C:24]([N:26]1[CH2:32][CH2:31][C:30]3[CH:33]=[C:34]([O:39][CH3:40])[C:35]([O:37][CH3:38])=[CH:36][C:29]=3[CH2:28][CH2:27]1)=[O:25])[CH2:15]2)=[O:10]. Reported procedure: The product obtained in Step 1 is dissolved in 10 volumes of ethanol and 10 volumes of 3N ethanolic HCl solution. Stirring is carried out at ambient temperature for 24 hours and the precipitate obtained, which corresponds to the expected product, is filtered off. Starting materials: ice water, ClCC=1N=C(SC1)N(C(C)=O)C (4-chloromethyl-2-(N-methylacetamido)thiazole), C(C1=CC=CC=C1)(C1=CC=CC=C1)N1CCNCC1 (1-benzhydrylpiperazine), C([O-])([O-])=O.[K+].[K+] (potassium carbonate). The solvent is CN(C=O)C (N,N-dimethylformamide). Conditions: temperature 80 celsius, time 1.5 hour. The product is C(C1=CC=CC=C1)(C1=CC=CC=C1)N1CCN(CC1)CC=1N=C(SC1)N(C(C)=O)C (4-(4-benzhydrylpiperazin-1-ylmethyl)-2-(N-methylacetamido)thiazole). The yield is 31.2%. Reaction SMILES: Cl[CH2:2][C:3]1[N:4]=[C:5]([N:8]([CH3:12])[C:9](=[O:11])[CH3:10])[S:6][CH:7]=1.[CH:13]([N:26]1[CH2:31][CH2:30][NH:29][CH2:28][CH2:27]1)([C:20]1[CH:25]=[CH:24][CH:23]=[CH:22][CH:21]=1)[C:14]1[CH:19]=[CH:18][CH:17]=[CH:16][CH:15]=1.C(=O)([O-])[O-].[K+].[K+]>CN(C)C=O>[CH:13]([N:26]1[CH2:31][CH2:30][N:29]([CH2:2][C:3]2[N:4]=[C:5]([N:8]([CH3:12])[C:9](=[O:11])[CH3:10])[S:6][CH:7]=2)[CH2:28][CH2:27]1)([C:20]1[CH:25]=[CH:24][CH:23]=[CH:22][CH:21]=1)[C:14]1[CH:19]=[CH:18][CH:17]=[CH:16][CH:15]=1 |f:2.3.4|. Procedure: A mixture of 4-chloromethyl-2-(N-methylacetamido)thiazole (2.05 g), 1-benzhydrylpiperazine (2.5 g) and potassium carbonate (1.4 g) in N,N-dimethylformamide (20 ml) was stirred at 80° C. for 1.5 hours. After the reaction mixture was poured into ice-water, the precipitated crystals were washed with water and then dried, followed by recrystallization from a mixture of ethyl acetate and n-hexane to obtain pale yellow crystals of 4-(4-benzhydrylpiperazin-1-ylmethyl)-2-(N-methylacetamido)thiazole (1.3... The reactants are FC(C=1C=C(N)C=C(C1)C(F)(F)F)(F)F (3,5-bistrifluoromethyl aniline), [C@@H]12[C@@H](CCCC1)C(=O)OC2=O (cis-cyclohexane-1,2-dicarboxylic anhydride). Run in C(C)(C)OC(C)C (iso-propyl ether). Product: FC(C=1C=C(C=C(C1)C(F)(F)F)NC(=O)[C@@H]1[C@@H](CCCC1)C(=O)O)(F)F (Cis-2-[(3,5-bistrifluoromethyl phenyl)-aminocarbonyl]-cyclohexane carboxylic acid). Yield: 78.3%. RXN SMILES: [F:1][C:2]([F:15])([F:14])[C:3]1[CH:4]=[C:5]([CH:7]=[C:8]([C:10]([F:13])([F:12])[F:11])[CH:9]=1)[NH2:6].[C@@H:16]12[C:25](=[O:26])[O:24][C:22](=[O:23])[C@@H:17]1[CH2:18][CH2:19][CH2:20][CH2:21]2>C(OC(C)C)(C)C>[F:1][C:2]([F:14])([F:15])[C:3]1[CH:4]=[C:5]([NH:6][C:25]([C@H:16]2[CH2:21][CH2:20][CH2:19][CH2:18][C@H:17]2[C:22]([OH:24])=[O:23])=[O:26])[CH:7]=[C:8]([C:10]([F:11])([F:12])[F:13])[CH:9]=1. Procedure: A mixture of 2.3 g (0.01 mole) of 3,5-bistrifluoromethyl aniline and 1.5 g (0.01 mole) of cis-cyclohexane-1,2-dicarboxylic anhydride was stirred in iso-propyl ether at room temperature. The precipitated crystals were filtered off to give 3.0 g of the title compound. The reactants are O=C([O-])[O-], CCCOc1ccccc1CCCOc1ccc2c(c1)C=C(C(=O)OC)CCS2(=O)=O, Cl, [K+], [K+]. The product is CCCOc1ccccc1CCCOc1ccc2c(c1)C=C(C(=O)O)CCS2(=O)=O. Reaction SMILES: [C:32](=[O:33])([O-:34])[O-:35].[CH2:1]([CH2:2][CH3:3])[O:4][c:5]1[c:6]([CH2:11][CH2:12][CH2:13][O:14][c:15]2[cH:16][cH:17][c:18]3[c:19]([cH:31]2)[CH:20]=[C:21]([C:27](=[O:28])[O:29][CH3:30])[CH2:22][CH2:23][S:24]3(=[O:25])=[O:26])[cH:7][cH:8][cH:9][cH:10]1.[ClH:38].[K+:36].[K+:37]>>[CH2:1]([CH2:2][CH3:3])[O:4][c:5]1[c:6]([CH2:11][CH2:12][CH2:13][O:14][c:15]2[cH:16][cH:17][c:18]3[c:19]([cH:31]2)[CH:20]=[C:21]([C:27](=[O:28])[OH:29])[CH2:22][CH2:23][S:24]3(=[O:25])=[O:26])[cH:7][cH:8][cH:9][cH:10]1.